This data is from the Open Reaction Database (ORD), a public repository of structured organic reaction records. The task is: describe an organic reaction: reactants, conditions, products, and yield Reactants: [C+4], O=C(c1ccc(OCc2ccccc2)c(C(F)(F)F)c1)N1CS(=O)(=O)c2ccccc21, CO, C1CCOC1, [OH-], [OH-], [OH-], [OH-], [OH-], [OH-], [Pd+2]. The product is O=C(c1ccc(O)c(C(F)(F)F)c1)N1CS(=O)(=O)c2ccccc21. As a reaction SMILES: [C+4:39].[CH2:1]([c:2]1[cH:3][cH:4][cH:5][cH:6][cH:7]1)[O:8][c:9]1[c:10]([C:28]([F:29])([F:30])[F:31])[cH:11][c:12]([C:13](=[O:14])[N:15]2[CH2:16][S:17](=[O:24])(=[O:25])[c:18]3[c:19]2[cH:20][cH:21][cH:22][cH:23]3)[cH:26][cH:27]1.[CH3:37][OH:38].[O:32]1[CH2:33][CH2:34][CH2:35][CH2:36]1.[OH-:40].[OH-:42].[OH-:43].[OH-:44].[OH-:45].[OH-:46].[Pd+2:41]>>[OH:8][c:9]1[c:10]([C:28]([F:29])([F:30])[F:31])[cH:11][c:12]([C:13](=[O:14])[N:15]2[CH2:16][S:17](=[O:24])(=[O:25])[c:18]3[c:19]2[cH:20][cH:21][cH:22][cH:23]3)[cH:26][cH:27]1. The reactants are COC1=CC=C(C=C1)[C@@H]1SC2=C(NC([C@@H]1O)=O)C=CC=C2Cl ((±)-cis-2-(4-methoxyphenyl)-3-hydroxy-9-chloro-2,3-dihydro-1,5-benzothiazepin-4(5H)-one), Cl.CN(CCCl)C (2-(dimethylamino)ethyl chloride hydrochloride), C([O-])([O-])=O.[K+].[K+] (potassium carbonate), CC(=O)C (acetone). The solvent is O (water). The product is COC1=CC=C(C=C1)[C@@H]1SC2=C(N(C([C@@H]1O)=O)CCN(C)C)C=CC=C2Cl ((±)-cis-2-(4-methoxypheny)-3-hydroxy-5-[2-(dimethylamino)ethyl]-9-chloro-2,3-dihydro-1,5-benzothiazepin-4(5H)-one). The yield is 75.5%. Reaction SMILES: [CH3:1][O:2][C:3]1[CH:8]=[CH:7][C:6]([C@H:9]2[C@@H:15]([OH:16])[C:14](=[O:17])[NH:13][C:12]3[CH:18]=[CH:19][CH:20]=[C:21]([Cl:22])[C:11]=3[S:10]2)=[CH:5][CH:4]=1.Cl.[CH3:24][N:25]([CH3:29])[CH2:26][CH2:27]Cl.C(=O)([O-])[O-].[K+].[K+].CC(C)=O>O>[CH3:1][O:2][C:3]1[CH:8]=[CH:7][C:6]([C@H:9]2[C@@H:15]([OH:16])[C:14](=[O:17])[N:13]([CH2:27][CH2:26][N:25]([CH3:29])[CH3:24])[C:12]3[CH:18]=[CH:19][CH:20]=[C:21]([Cl:22])[C:11]=3[S:10]2)=[CH:5][CH:4]=1 |f:1.2,3.4.5|. Reported procedure: A mixture of 2.01 g of (±)-cis-2-(4-methoxyphenyl)-3-hydroxy-9-chloro-2,3-dihydro-1,5-benzothiazepin-4(5H)-one, 0.95 g of 2-(dimethylamino)ethyl chloride hydrochloride, 2.49 g of powdered potassium carbonate, 60 ml of acetone and 0.6 ml of water is refluxed for 23 hours. After the reaction is completed, insoluble materials are removed by filtration. The filtrate is evaporated to remove solvent. The residue is digested with isopropyl ether and the resultant crystals are collected by filtration an...